From a dataset of the Open Reaction Database (ORD), a public repository of structured organic reaction records. describe an organic reaction: reactants, conditions, products, and yield Starting materials: CO (methanol), Cl (hydrochloric acid), C(C)C1=C(C(N(C1)C1=CC(=CC=C1)C(C)C)=O)C1=CC(=CC=C1)Cl (4-ethyl-3-(3-chlorophenyl)-1-(3-isopropylphenyl)-3-pyrroline-2-one), B.[Na] (sodium boron hydride). The solvent is O1CCCC1 (tetrahydrofuran). Reaction conditions: time 1 hour. The product is C(C)C1C(C(N(C1)C1=CC(=CC=C1)C(C)C)=O)C1=CC(=CC=C1)Cl (4-ethyl-3-(3-chlorophenyl)-1-(3-isopropylphenyl)pyrrolidine-2-one), crystals. Isolated yield 90.0%. RXN SMILES: [CH2:1]([C:3]1[CH2:7][N:6]([C:8]2[CH:13]=[CH:12][CH:11]=[C:10]([CH:14]([CH3:16])[CH3:15])[CH:9]=2)[C:5](=[O:17])[C:4]=1[C:18]1[CH:23]=[CH:22][CH:21]=[C:20]([Cl:24])[CH:19]=1)[CH3:2].B.[Na].CO.Cl>O1CCCC1>[CH2:1]([CH:3]1[CH2:7][N:6]([C:8]2[CH:13]=[CH:12][CH:11]=[C:10]([CH:14]([CH3:16])[CH3:15])[CH:9]=2)[C:5](=[O:17])[CH:4]1[C:18]1[CH:23]=[CH:22][CH:21]=[C:20]([Cl:24])[CH:19]=1)[CH3:2] |f:1.2,^1:25|. Procedure: 5.0 g (14.7 mmol) of 4-ethyl-3-(3-chlorophenyl)-1-(3-isopropylphenyl)-3-pyrroline-2-one synthesized in Example 4 and 0.56 g (14.7 mmol) of sodium boron hydride were dissolved in 70 ml of tetrahydrofuran, and 11 ml of methanol were slowly added to the solution over about 1 hour, while the solution was heated under reflux. Reaction was allowed to proceed at the same temperature for further 1 hour, and the reaction mixture was then poured into 1 N hydrochloric acid, followed by extraction with ethy... Reactants: Cl (hydrochloric acid), CCCCCC (Hexane), OC1=C(C(OC(=C1)C)=O)S (4-Hydroxy-3-mercapto-6-methyl-2-pyrone), FC1=C(CCl)C=CC=C1 (o-fluorobenzyl chloride). Run in C1=CC=CC=C1 (benzene), N1=CC=CC=C1 (pyridine), C1=CC=CC=C1 (benzene). Conditions: temperature 90 celsius. Product: FC1=C(CSC=2C(OC(=CC2O)C)=O)C=CC=C1 (3-(o-Fluorobenzylthio)-4-hydroxy-6-methyl-2-pyrone). Yield: 46.0%. As a reaction SMILES: [OH:1][C:2]1[CH:7]=[C:6]([CH3:8])[O:5][C:4](=[O:9])[C:3]=1[SH:10].[F:11][C:12]1[CH:19]=[CH:18][CH:17]=[CH:16][C:13]=1[CH2:14]Cl.Cl.CCCCCC>N1C=CC=CC=1.C1C=CC=CC=1>[F:11][C:12]1[CH:19]=[CH:18][CH:17]=[CH:16][C:13]=1[CH2:14][S:10][C:3]1[C:4](=[O:9])[O:5][C:6]([CH3:8])=[CH:7][C:2]=1[OH:1]. Procedure details: 4-Hydroxy-3-mercapto-6-methyl-2-pyrone (49.5 g., 0.313 mole) and o-fluorobenzyl chloride (45.3 g., 0.313 mole) were dissolved in pyridine (250 ml.). The temperature rose from 20° to 43°C. The solution was heated at 90°C. for two hours, cooled and poured over ice and concd. hydrochloric acid (500 ml.). This mixture was extracted with methylene chloride. The extract was dried (MgSO4) and evaporated to dryness, leaving an oily residue (80 g.) which is dissolved in hot benzene. Hexane was added to t... Starting materials: [Br-].C(CC1=CC=CC=C1)[P+](C1=CC=CC=C1)(C1=CC=CC=C1)C1=CC=CC=C1 (phenethyltriphenylphosphonium bromide), [Li]CCCC (n-BuLi), C(C)(=O)C1=CC=CC=C1 (acetophenone). Product: C(C=C(C)C1=CC=CC=C1)C1=CC=CC=C1 (But-2-ene-1,3-diyldibenzene). Isolated yield 46.3%. As a reaction SMILES: [Br-].[CH2:2]([P+](C1C=CC=CC=1)(C1C=CC=CC=1)C1C=CC=CC=1)[CH2:3][C:4]1[CH:9]=[CH:8][CH:7]=[CH:6][CH:5]=1.[Li]CCCC.[C:34]([C:37]1[CH:42]=[CH:41][CH:40]=[CH:39][CH:38]=1)(=O)[CH3:35]>>[CH2:34]([C:37]1[CH:42]=[CH:41][CH:40]=[CH:39][CH:38]=1)[CH:35]=[C:3]([C:4]1[CH:5]=[CH:6][CH:7]=[CH:8][CH:9]=1)[CH3:2] |f:0.1|. Procedure: Starting from phenethyltriphenylphosphonium bromide (3.48 g, 7.78 mmol, 1.0 equiv.), n-BuLi (1.6 M in hexanes, 4.9 mL, 7.78 mmol, 1.0 equiv.) and acetophenone (1.40 g, 11.7 mmol, 1.5 equiv.), 0.75 g (46%) of the title compound as a colorless oil was obtained after purification by flash chromatography on SiO2 (cyclohexane).